Dataset: the Open Reaction Database (ORD), a public repository of structured organic reaction records. Task: describe an organic reaction: reactants, conditions, products, and yield The reactants are CC(C)(C)OC(=O)NC(Cc1ccc(C(F)(F)F)nc1)C(=O)O, CC1(C)OC(=O)CC(=O)O1, CN(C)c1ccncc1, C(=NC1CCCCC1)=NC1CCCCC1, ClCCl. Yields the product CC(C)(C)OC(=O)NC(Cc1ccc(C(F)(F)F)nc1)C(=O)C1C(=O)OC(C)(C)OC1=O. Reaction SMILES: [C:1]([CH3:2])([CH3:3])([CH3:4])[O:5][C:6](=[O:7])[NH:8][CH:9]([C:10](=[O:11])[OH:12])[CH2:13][c:14]1[cH:15][n:16][c:17]([C:20]([F:21])([F:22])[F:23])[cH:18][cH:19]1.[CH3:24][C:25]1([CH3:33])[O:26][C:27](=[O:32])[CH2:28][C:29](=[O:31])[O:30]1.[CH3:49][N:50]([CH3:51])[c:52]1[cH:53][cH:54][n:55][cH:56][cH:57]1.[CH:34]1([N:35]=[C:36]=[N:37][CH:38]2[CH2:39][CH2:40][CH2:41][CH2:42][CH2:43]2)[CH2:44][CH2:45][CH2:46][CH2:47][CH2:48]1.[Cl:58][CH2:59][Cl:60]>>[C:1]([CH3:2])([CH3:3])([CH3:4])[O:5][C:6](=[O:7])[NH:8][CH:9]([C:10](=[O:12])[CH:28]1[C:27](=[O:32])[O:26][C:25]([CH3:24])([CH3:33])[O:30][C:29]1=[O:31])[CH2:13][c:14]1[cH:15][n:16][c:17]([C:20]([F:21])([F:22])[F:23])[cH:18][cH:19]1. The reactants are O (water), C(CS)(=O)OC (methyl thioglycolate), C(CCC)[Li] (n-butyllithium), BrCCCCCl (1-bromo-4-chlorobutane). The solvent is hexanes, C(C)(=O)OCC (ethyl acetate), O1CCCC1 (tetrahydrofuran). Run at time 1 hour. The product is COC(CSCCCCCl)=O ([(4-chlorobutyl)thio]acetic acid methyl ester). Yield: 48.2%. As a reaction SMILES: [C:1]([O:5][CH3:6])(=[O:4])[CH2:2][SH:3].C([Li])CCC.Br[CH2:13][CH2:14][CH2:15][CH2:16][Cl:17].O>O1CCCC1.C(OCC)(=O)C>[CH3:6][O:5][C:1](=[O:4])[CH2:2][S:3][CH2:13][CH2:14][CH2:15][CH2:16][Cl:17]. Procedure: A solution of methyl thioglycolate (10.0 mL, 113 mmol) in tetrahydrofuran (200 mL) at −78° C. under argon atmosphere was treated dropwise with n-butyllithium (2.5 M hexanes solution, 45 mL, 113 mmol). After 1 h at −78° C., the cloudy solution was rapidly treated with 1-bromo-4-chlorobutane (13.0 mL, 113 mmol) and allowed to warm to room temperature overnight. It was poured into water and hexanes, washed with cold aqueous sodium hydroxide solution (0.1 M) followed with saturated aqueous ammonium ...